This data is from the Open Reaction Database (ORD), a public repository of structured organic reaction records. The task is: describe an organic reaction: reactants, conditions, products, and yield Run at temperature 60 celsius, time 4 hour. As a reaction SMILES: [CH3:1][O:2][C:3]1[C:4]2[O:15][CH2:14][O:13][C:5]=2[CH:6]=[C:7]2[C:12]=1[CH:11]=[N:10][CH:9]=[CH:8]2.[S:16]([O:21]C)([O:19][CH3:20])(=[O:18])=[O:17]>C1(C)C=CC=CC=1>[CH3:20][O:19][S:16]([O-:21])(=[O:18])=[O:17].[CH3:1][O:2][C:3]1[C:4]2[O:15][CH2:14][O:13][C:5]=2[CH:6]=[C:7]2[C:12]=1[CH:11]=[N+:10]([CH3:20])[CH:9]=[CH:8]2 |f:3.4|. Procedure details: 8-Methoxy-6,7-methylenedioxyisoquinoline (5) in an amount of 2.03 g (10 mmol) was dissolved into 40 ml of toluene while heating them at 60° C. Then, 1.13 ml (12 mmol) of dimethyl sulfate was added and stirred at 60° C. for 4 hours. After cooling, deposited crystals were collected by filtration, washed with toluene and then dried to obtain 3.30 g of 8-methoxy-2-methyl-6,7-methylenedioxyisoquinolinium methyl sulfate (6) with a yield of 100%. The resultant product was then recrystallized from ethan... Solvent: C1(=CC=CC=C1)C (toluene). Yields the product COS(=O)(=O)[O-].COC=1C2=C(C=C3C=C[N+](=CC13)C)OCO2 (8-methoxy-2-methyl-6,7-methylenedioxyisoquinolinium methyl sulfate). The reactants are COC=1C2=C(C=C3C=CN=CC13)OCO2 (8-methoxy-6,7-methylenedioxyisoquinoline), S(=O)(=O)(OC)OC (dimethyl sulfate). Yield: 100.0%. The reactants are C(C=C=C)OC1=CC=C(C=C1)S(=O)(=O)N(C(C(=O)OC)C(C)C)C (Methyl 2-[{[4-(2,3-butadienyloxy)phenyl]sulfonyl}(methyl)amino]-3-methylbutanoate), [OH-].[Li+] (lithium hydroxide), O (water). The solvent is O1CCCC1 (tetrahydrofuran), CO (methanol). The product is C(C=C=C)OC1=CC=C(C=C1)S(=O)(=O)N[C@@H](C(C)C)C(=O)O (N-{[4-(2,3-Butadienyloxy)phenyl]sulfonyl}valine). Isolated yield 89.3%. As a reaction SMILES: [CH2:1]([O:5][C:6]1[CH:11]=[CH:10][C:9]([S:12]([N:15](C)[CH:16]([CH:21]([CH3:23])[CH3:22])[C:17]([O:19]C)=[O:18])(=[O:14])=[O:13])=[CH:8][CH:7]=1)[CH:2]=[C:3]=[CH2:4].[OH-].[Li+].O>O1CCCC1.CO>[CH2:1]([O:5][C:6]1[CH:7]=[CH:8][C:9]([S:12]([NH:15][C@H:16]([C:17]([OH:19])=[O:18])[CH:21]([CH3:23])[CH3:22])(=[O:13])=[O:14])=[CH:10][CH:11]=1)[CH:2]=[C:3]=[CH2:4] |f:1.2|. Procedure: The procedure of Example 12 was followed using the product from Example 14 (300 mg, 0.85 mmol) and lithium hydroxide (41 mg, 1.7 mmol) in tetrahydrofuran (3 ml), methanol (3 ml), and water (1.5 ml) to give 247 mg (86%) of the product. Reactants: C(=C)[C@H]1[C@](C1)(C(NS(=O)(=O)C1(CC1)COC)=O)NC(OC(C)(C)C)=O (tert-butyl [(1R,2S)-2-ethenyl-1-({[1-(methoxymethyl)cyclopropyl]sulfonyl}carbamoyl)cyclopropyl]carbamate), C(=O)(C(F)(F)F)O (TFA). Solvent: C(Cl)Cl (DCM). Run at time 3 hour. Yields the product FC(C(=O)O)(F)F.N[C@]1([C@@H](C1)C=C)C(=O)NS(=O)(=O)C1(CC1)COC ((1R,2S)-1-amino-2-ethenyl-N-{[1-(methoxymethyl)cyclopropyl]sulfonyl}cyclopropanecarboxamide trifluoroacetate). Reaction SMILES: [CH:1]([C@@H:3]1[CH2:5][C@:4]1([NH:18]C(=O)OC(C)(C)C)[C:6](=[O:17])[NH:7][S:8]([C:11]1([CH2:14][O:15][CH3:16])[CH2:13][CH2:12]1)(=[O:10])=[O:9])=[CH2:2].[C:26]([OH:32])([C:28]([F:31])([F:30])[F:29])=[O:27]>C(Cl)Cl>[F:29][C:28]([F:31])([F:30])[C:26]([OH:32])=[O:27].[NH2:18][C@:4]1([C:6]([NH:7][S:8]([C:11]2([CH2:14][O:15][CH3:16])[CH2:13][CH2:12]2)(=[O:10])=[O:9])=[O:17])[CH2:5][C@H:3]1[CH:1]=[CH2:2] |f:3.4|. Reported procedure: To a 0° C. solution of the product of Step 1 (120 mg) in DCM (1 mL) at 0° C. was added TFA (1 mL). The mixture was slowly warmed to room temperature and stirred for 3 hours. The solvent was removed in vacuo and the crude product was used in the next step. 1H NMR (400 MHz, CDCl3): δ (ppm) 5.82 (ddd, 1H), 5.44 (d, 1H), 5.43 (d, 1H), 3.67 (d, 1H), 3.63 (d, 1H), 3.35 (s, 3H), 2.64 (dt, 1H), 1.92 (dd, 1H), 1.83 (dd, 1H), 1.76-1.70 (m, 1H), 1.67-1.60 (m, 1H), 1.14-1.02 (m, 2H). The reactants are CCc1c(C(F)(F)F)noc1N, O=S(=O)(Cl)c1cccc2ccccc12. Product: CCc1c(C(F)(F)F)noc1NS(=O)(=O)c1cccc2ccccc12. As a reaction SMILES: [NH2:1][c:2]1[c:3]([CH2:11][CH3:12])[c:4]([C:7]([F:8])([F:9])[F:10])[n:5][o:6]1.[c:13]1([S:23](=[O:24])(=[O:25])[Cl:26])[cH:14][cH:15][cH:16][c:17]2[cH:18][cH:19][cH:20][cH:21][c:22]12>>[NH:1]([c:2]1[c:3]([CH2:11][CH3:12])[c:4]([C:7]([F:8])([F:9])[F:10])[n:5][o:6]1)[S:23]([c:13]1[cH:14][cH:15][cH:16][c:17]2[cH:18][cH:19][cH:20][cH:21][c:22]12)(=[O:24])=[O:25]. The reactants are OC\C=C/CCCC(=O)OC (cis-7-hydroxy-5-heptenoic acid, methyl ester), P(Br)(Br)Br (phosphorous tribromide). The solvent is hexanes. The product is BrC\C=C/CCCC(=O)OC (cis-7-Bromo-5-heptenoic acid, methyl ester). As a reaction SMILES: O[CH2:2]/[CH:3]=[CH:4]\[CH2:5][CH2:6][CH2:7][C:8]([O:10][CH3:11])=[O:9].P(Br)(Br)[Br:13]>>[Br:13][CH2:2]/[CH:3]=[CH:4]\[CH2:5][CH2:6][CH2:7][C:8]([O:10][CH3:11])=[O:9]. Procedure details: To 23.7 g of cis-7-hydroxy-5-heptenoic acid, methyl ester and 150 ml of hexanes under nitrogen at 0° C. was added dropwise, 7.05 ml of phosphorous tribromide. After 2 hours the reaction was quenched with ice, diluted with hexanes, washed once with water and once with saturated aqueous bicarbonate, dried and stripped at reduced pressure. The crude product was dissolved in ether and filtered through a plug of silica gel. Removal of the ether at reduced pressure gave 31.4 g of the desired compound.... Reaction conditions: temperature 115 celsius, time 5 hour. RXN SMILES: [S:1](=[O:5])(=O)([OH:3])[OH:2].[C:6]1([CH3:12])[CH:11]=[CH:10][CH:9]=[CH:8][CH:7]=1>>[C:6]1([CH3:12])[CH:11]=[CH:10][C:9]([S:1]([OH:3])(=[O:5])=[O:2])=[CH:8][CH:7]=1. Reactants: S(O)(O)(=O)=O (sulfuric acid), C1(=CC=CC=C1)C (toluene). Yields the product C1(=CC=C(C=C1)S(=O)(=O)O)C (p-toluenesulfonic acid). Procedure: 560 g of 98% sulfuric acid was dropped into 600 g of toluene with stirring. Then, the temperature was raised at 110 to 120° C. while stirring, reacting for 5 hours. After the reaction, the temperature was decreased while distillation water was added, and upon the temperature reached at about 20° C., a small amount of a crystalline of p-toluenesulfonic acid (4-methylbenzenesulfonic acid) in the system, which was provided in advance, was put therein, generating crystalline deposition of p-toluenes... Starting materials: C(C1=CC=CC=C1)=O (benzaldehyde), C(CC#N)#N (malononitrile), C(C)O (ethanol). Reagents/catalysts: N1CCCCC1 (piperidine). The product is C(C1=CC=CC=C1)=C(C#N)C#C (2-benzylidene-but-3-yne nitrile). RXN SMILES: [CH:1](=O)[C:2]1[CH:7]=[CH:6][CH:5]=[CH:4][CH:3]=1.[C:9](#[N:13])[CH2:10][C:11]#N.[CH2:14](O)C>N1CCCCC1>[CH:1](=[C:10]([C:11]#[CH:14])[C:9]#[N:13])[C:2]1[CH:7]=[CH:6][CH:5]=[CH:4][CH:3]=1. Procedure details: To a solution of benzaldehyde (2 g; 18.9 mmol) and malononitrile (1.37 g; 20.7 mmol) in ethanol (40 ml) was added 5 drops of piperidine and the mixture was heated at reflux overnight. The reaction was cooled, evaporated then purified by flash column chromatography eluting with 1:9 ethyl acetate/hexane and the product containing fractions combined and evaporated to give 930 mg of 2-benzylidene-but-3-yne nitrile. Reactants: CC(C)(C)OC(=O)NOC(=O)OC(C)(C)C, C1CCOC1, CCc1nc2cc(Cl)c(Cl)cc2n1-c1ccc(CCNC(=O)NS(=O)(=O)c2ccc(C)cc2)cc1, CCOC(=O)N=NC(=O)OCC, c1ccc(P(c2ccccc2)c2ccccc2)cc1. Product: CCc1nc2cc(Cl)c(Cl)cc2n1-c1ccc(CCN(O)C(=O)NS(=O)(=O)c2ccc(C)cc2)cc1. Reaction SMILES: [C:36]([O:40][C:37]([NH:38][O:39][C:41]([O:42][C:43]([CH3:44])([CH3:45])[CH3:46])=[O:47])=[O:48])([CH3:49])([CH3:50])[CH3:51].[CH2:83]1[O:84][CH2:85][CH2:86][CH2:87]1.[Cl:1][c:2]1[cH:3][c:4]2[c:5]([n:6](-[c:11]3[cH:12][cH:13][c:14]([CH2:17][CH2:18][NH:19][C:20](=[O:21])[NH:22][S:23](=[O:24])(=[O:25])[c:26]4[cH:27][cH:28][c:29]([CH3:32])[cH:30][cH:31]4)[cH:15][cH:16]3)[c:7]([CH2:9][CH3:10])[n:8]2)[cH:33][c:34]1[Cl:35].[O:71]=[C:72]([O:73][CH2:74][CH3:75])[N:76]=[N:77][C:78]([O:79][CH2:80][CH3:81])=[O:82].[c:52]1([P:53]([c:54]2[cH:55][cH:56][cH:57][cH:58][cH:59]2)[c:60]2[cH:61][cH:62][cH:63][cH:64][cH:65]2)[cH:66][cH:67][cH:68][cH:69][cH:70]1>>[Cl:1][c:2]1[cH:3][c:4]2[c:5]([n:6](-[c:11]3[cH:12][cH:13][c:14]([CH2:17][CH2:18][N:19]([C:20](=[O:21])[NH:22][S:23](=[O:24])(=[O:25])[c:26]4[cH:27][cH:28][c:29]([CH3:32])[cH:30][cH:31]4)[OH:40])[cH:15][cH:16]3)[c:7]([CH2:9][CH3:10])[n:8]2)[cH:33][c:34]1[Cl:35]. Reactants: O=C([O-])[O-], CS(=O)(=O)OCCc1ccc(Nc2ncc(Br)cn2)cc1, COC(=O)C1CCNCC1, [Na+], [Na+], CN(C)C=O. Product: COC(=O)C1CCN(CCc2ccc(Nc3ncc(Br)cn3)cc2)CC1. As a reaction SMILES: [C:32](=[O:33])([O-:34])[O-:35].[CH3:1][S:2]([O:3][CH2:6][CH2:7][c:8]1[cH:9][cH:10][c:11]([NH:14][c:15]2[n:16][cH:17][c:18]([Br:21])[cH:19][n:20]2)[cH:12][cH:13]1)(=[O:4])=[O:5].[NH:22]1[CH2:23][CH2:24][CH:25]([C:26](=[O:27])[O:28][CH3:29])[CH2:30][CH2:31]1.[Na+:36].[Na+:37].[O:38]=[CH:39][N:40]([CH3:41])[CH3:42]>>[CH2:6]([CH2:7][c:8]1[cH:9][cH:10][c:11]([NH:14][c:15]2[n:16][cH:17][c:18]([Br:21])[cH:19][n:20]2)[cH:12][cH:13]1)[N:22]1[CH2:23][CH2:24][CH:25]([C:26](=[O:27])[O:28][CH3:29])[CH2:30][CH2:31]1.